describe an organic reaction: reactants, conditions, products, and yield From a dataset of the Open Reaction Database (ORD), a public repository of structured organic reaction records. The reactants are COC=1C=C(C=CC1C1=CN=CO1)NC(C(=O)O)=O (N-[3-methoxy-4-(5-oxazolyl)phenyl]oxalamic acid), C(C)(C)(C)N (tertiary butylamine), Cl.CN(CCCN=C=NCC)C (1-(3-dimethylaminopropyl)-3-ethylcarbodiimide hydrochloride), ON1N=NC2=C1N=CC=C2 (1-hydroxy-7-azabenzotriazole). Solvent: CN(C=O)C (dimethylformamide), C(C)(=O)OCC (ethyl acetate). Product: C(C)(C)(C)NC(C(=O)NC1=CC(=C(C=C1)C1=CN=CO1)OC)=O (N-tert-butyl-N′-[3-methoxy-4-(5-oxazolyl)phenyl]oxalamide). Isolated yield 34.7%. As a reaction SMILES: [CH3:1][O:2][C:3]1[CH:4]=[C:5]([NH:14][C:15](=[O:19])[C:16]([OH:18])=O)[CH:6]=[CH:7][C:8]=1[C:9]1[O:13][CH:12]=[N:11][CH:10]=1.[C:20]([NH2:24])([CH3:23])([CH3:22])[CH3:21].Cl.CN(C)CCCN=C=NCC.ON1C2N=CC=CC=2N=N1>CN(C)C=O.C(OCC)(=O)C>[C:20]([NH:24][C:16](=[O:18])[C:15]([NH:14][C:5]1[CH:6]=[CH:7][C:8]([C:9]2[O:13][CH:12]=[N:11][CH:10]=2)=[C:3]([O:2][CH3:1])[CH:4]=1)=[O:19])([CH3:23])([CH3:22])[CH3:21] |f:2.3|. Procedure details: A solution of 26 mg (0.1 mmol) of N-[3-methoxy-4-(5-oxazolyl)phenyl]oxalamic acid, 15 mg (0.2 mmol) of tertiary butylamine, 28 mg (0.15 mmol) of 1-(3-dimethylaminopropyl)-3-ethylcarbodiimide hydrochloride and 15 mg (0.11 mmol) of 1-hydroxy-7-azabenzotriazole in 1 ml of dimethylformamide was stirred at room temperature for 4 hours then diluted with ethyl acetate and washed with 2M hydrochloric acid, saturated sodium bicarbonate and water. The resulting solution was dried over magnesium sulphate a... Reactants: BrC1=CC=C(C=C1)C1=C(C(=NO1)C)C(CCCC1=CC=CC=C1)O (1-[5-(4-bromo-phenyl)-3-methyl-isoxazol-4-yl]-4-phenyl-butan-1-ol), C(C)OC(C(CC1=CC=CC=C1)C1=CC=C(C=C1)B1OC(C(O1)(C)C)(C)C)=O (3-phenyl-2-[4-(4,4,5,5-tetramethyl-[1,3,2]dioxaborolan-2-yl)-phenyl]-propionic acid ethyl ester). Yields the product C(C)OC(C(CC1=CC=CC=C1)C1=CC=C(C=C1)C1=CC=C(C=C1)C1=C(C(=NO1)C)C(CCCC1=CC=CC=C1)O)=O (2-{4′-[4-(1-Hydroxy-4-phenyl-butyl)-3-methyl-isoxazol-5-yl]-biphenyl-4-yl}-3-phenyl-propionic acid ethyl ester). As a reaction SMILES: Br[C:2]1[CH:7]=[CH:6][C:5]([C:8]2[O:12][N:11]=[C:10]([CH3:13])[C:9]=2[CH:14]([OH:24])[CH2:15][CH2:16][CH2:17][C:18]2[CH:23]=[CH:22][CH:21]=[CH:20][CH:19]=2)=[CH:4][CH:3]=1.[CH2:25]([O:27][C:28](=[O:52])[CH:29]([C:37]1[CH:42]=[CH:41][C:40](B2OC(C)(C)C(C)(C)O2)=[CH:39][CH:38]=1)[CH2:30][C:31]1[CH:36]=[CH:35][CH:34]=[CH:33][CH:32]=1)[CH3:26]>>[CH2:25]([O:27][C:28](=[O:52])[CH:29]([C:37]1[CH:42]=[CH:41][C:40]([C:2]2[CH:7]=[CH:6][C:5]([C:8]3[O:12][N:11]=[C:10]([CH3:13])[C:9]=3[CH:14]([OH:24])[CH2:15][CH2:16][CH2:17][C:18]3[CH:23]=[CH:22][CH:21]=[CH:20][CH:19]=3)=[CH:4][CH:3]=2)=[CH:39][CH:38]=1)[CH2:30][C:31]1[CH:32]=[CH:33][CH:34]=[CH:35][CH:36]=1)[CH3:26]. Procedure: Prepared according to the procedure described in Example 110, Step 3, using 1-[5-(4-bromo-phenyl)-3-methyl-isoxazol-4-yl]-4-phenyl-butan-1-ol and 3-phenyl-2-[4-(4,4,5,5-tetramethyl-[1,3,2]dioxaborolan-2-yl)-phenyl]-propionic acid ethyl ester.